Dataset: the Open Reaction Database (ORD), a public repository of structured organic reaction records. Task: describe an organic reaction: reactants, conditions, products, and yield Reactants: C([O-])([O-])=O.[K+].[K+] (potassium carbonate), IC1=C(C=CC=C1)S(=O)(=O)N (iodobenzene-sulfonamide), C(CC)N=C=O (n-propyl isocyanate). Run in CC(=O)C (acetone). Yields the product IC1=C(C=CC=C1)S(=O)(=O)NC(=O)NCCC (2-iodo-N-[(propylamino)-carbonyl]-1-benzene-sulfonamide). Reaction SMILES: [I:1][C:2]1[CH:7]=[CH:6][CH:5]=[CH:4][C:3]=1[S:8]([NH2:11])(=[O:10])=[O:9].C(=O)([O-])[O-].[K+].[K+].[CH2:18]([N:21]=[C:22]=[O:23])[CH2:19][CH3:20]>CC(C)=O>[I:1][C:2]1[CH:7]=[CH:6][CH:5]=[CH:4][C:3]=1[S:8]([NH:11][C:22]([NH:21][CH2:18][CH2:19][CH3:20])=[O:23])(=[O:10])=[O:9] |f:1.2.3|. Procedure details: 4 g of iodobenzene-sulfonamide and 40 ml of acetone were mixed together and 3.92 g of potassium carbonate were added. The reaction was heated to reflux and 1.46 ml of n-propyl isocyanate were added. The medium was maintained at reflux for 2 hours, and after concentrating, 200 ml of water were added. Then, while cooling the reaction mixture to approximately 0°-5° C., a 2N hydrochloric acid solution was added until a pH of 3 was obtained. After crystallizing from acetone-isopropyl ether, 4.9 g of ...